From a dataset of the Open Reaction Database (ORD), a public repository of structured organic reaction records. describe an organic reaction: reactants, conditions, products, and yield Reactants: CC(=O)O[BH-](OC(C)=O)OC(C)=O, CC(C)CN, CC(=O)O, CCOC(C)=O, ClCCCl, [Na+], O=Cc1ccc2c(c1)OCCCC2. The product is CC(C)CNCc1ccc2c(c1)OCCCC2. Reaction SMILES: [C:23]([O:24][BH-:25]([O:26][C:27](=[O:28])[CH3:29])[O:30][C:31](=[O:32])[CH3:33])(=[O:34])[CH3:35].[CH2:14]([CH:15]([CH3:16])[CH3:17])[NH2:18].[CH3:19][C:20](=[O:21])[OH:22].[CH3:41][CH2:42][O:43][C:44](=[O:45])[CH3:46].[Cl:37][CH2:38][CH2:39][Cl:40].[Na+:36].[O:1]1[CH2:2][CH2:3][CH2:4][CH2:5][c:6]2[c:7]1[cH:8][c:9]([CH:12]=[O:13])[cH:10][cH:11]2>>[O:1]1[CH2:2][CH2:3][CH2:4][CH2:5][c:6]2[c:7]1[cH:8][c:9]([CH2:12][NH:18][CH2:14][CH:15]([CH3:16])[CH3:17])[cH:10][cH:11]2. Starting materials: COC(C(CO[Si](C(C)C)(C(C)C)C(C)C)C1=CN=C(S1)NC(=O)NC1=CC(=CC=C1)C(F)(F)F)=O (2-{2-[3-(3-trifluoromethyl-phenyl)-ureido]-thiazol-5-yl}-3-triisopropylsilanyloxy-propionic acid methyl ester), [H-].[H-].[H-].[H-].[Li+].[Al+3] (LAH), solution. Run in C1CCOC1 (THF), C1CCOC1 (THF). The product is OCC(CO[Si](C(C)C)(C(C)C)C(C)C)C1=CN=C(S1)NC(=O)NC1=CC(=CC=C1)C(F)(F)F (1-[5-(2-hydroxy-1-triisopropylsilanyloxymethyl-ethyl)-thiazol-2-yl]-3-(3-trifluoromethyl-phenyl)-urea). RXN SMILES: C[O:2][C:3](=O)[CH:4]([C:17]1[S:21][C:20]([NH:22][C:23]([NH:25][C:26]2[CH:31]=[CH:30][CH:29]=[C:28]([C:32]([F:35])([F:34])[F:33])[CH:27]=2)=[O:24])=[N:19][CH:18]=1)[CH2:5][O:6][Si:7]([CH:14]([CH3:16])[CH3:15])([CH:11]([CH3:13])[CH3:12])[CH:8]([CH3:10])[CH3:9].[H-].[H-].[H-].[H-].[Li+].[Al+3]>C1COCC1>[OH:2][CH2:3][CH:4]([C:17]1[S:21][C:20]([NH:22][C:23]([NH:25][C:26]2[CH:31]=[CH:30][CH:29]=[C:28]([C:32]([F:33])([F:34])[F:35])[CH:27]=2)=[O:24])=[N:19][CH:18]=1)[CH2:5][O:6][Si:7]([CH:14]([CH3:15])[CH3:16])([CH:11]([CH3:12])[CH3:13])[CH:8]([CH3:10])[CH3:9] |f:1.2.3.4.5.6|. Reported procedure: To a solution of compound 73.2 (0.275 mmol) in THF (2.5 mL) was added LAH (0.275 mL of a 1.0 M solution in THF) dropwise at 0° C. The reaction is allowed to warmed to room temperature and stirred until the starting material was consumed. The reaction is quenched by the dropwise addition of water and the reaction mixture was extracted with EtOAc. The combined organic layers were combined, dried and concentrated to give a residue that was purified by flash column chromatography (20 to 100% EtOAc i... Starting materials: ClC1=CC(=C(C(=O)OC)C=C1)NC(CC1=CC(=CC=C1)OC)=O (methyl 4-chloro-2-(3-methoxyphenyl)acetamidobenzoate), C[Si]([N-][Si](C)(C)C)(C)C.[K+] (potassium hexamethyldisilazide), C1(=CC=CC=C1)C (toluene), CO (Methanol). Solvent: O1CCCC1 (tetrahydrofuran). Conditions: time 1.5 hour. Yields the product ClC1=CC=C2C(=C(C(NC2=C1)=O)C1=CC(=CC=C1)OC)O (7-Chloro-4-hydroxy-3-(3-methoxyphenyl)-2(1H)-quinolone). As a reaction SMILES: [Cl:1][C:2]1[CH:11]=[CH:10][C:5]([C:6]([O:8]C)=O)=[C:4]([NH:12][C:13](=[O:23])[CH2:14][C:15]2[CH:20]=[CH:19][CH:18]=[C:17]([O:21][CH3:22])[CH:16]=2)[CH:3]=1.C[Si](C)(C)[N-][Si](C)(C)C.[K+].C1(C)C=CC=CC=1.CO>O1CCCC1>[Cl:1][C:2]1[CH:3]=[C:4]2[C:5]([C:6]([OH:8])=[C:14]([C:15]3[CH:20]=[CH:19][CH:18]=[C:17]([O:21][CH3:22])[CH:16]=3)[C:13](=[O:23])[NH:12]2)=[CH:10][CH:11]=1 |f:1.2|. Procedure details: To a solution of the foregoing amide (0.50 g, 1.5 mmol) in tetrahydrofuran (20 ml) was added a solution of potassium hexamethyldisilazide in toluene (0.5M, 8 ml, 4 mmol) and the resulting mixture stirred for 1.5 h under a nitrogen atmosphere. Methanol (3 ml) was then added and the solution evaporated. The residue remaining was partitioned between diethyl ether (10 ml) and aqueous sodium hydroxide (0.5M, 20 ml) and the aqueous layer acidified with hydrochloric acid (5M). The precipitated solid wa... The reactants are ClCC=1SC(=NN1)C1=CC=NN1 (2-(chloromethyl)-5-(1H-pyrazol-5-yl)-1,3,4-thiadiazole), [N-]=[N+]=[N-].[Na+] (sodium azide). Solvent: CN(C)C=O (DMF). Run at time 3 hour. The product is N(=[N+]=[N-])CC=1SC(=NN1)C1=CC=NN1 (2-(azidomethyl)-5-(1H-pyrazol-5-yl)-1,3,4-thiadiazole). Yield: 99.8%. As a reaction SMILES: Cl[CH2:2][C:3]1[S:4][C:5]([C:8]2[NH:12][N:11]=[CH:10][CH:9]=2)=[N:6][N:7]=1.[N-:13]=[N+:14]=[N-:15].[Na+]>CN(C=O)C>[N:13]([CH2:2][C:3]1[S:4][C:5]([C:8]2[NH:12][N:11]=[CH:10][CH:9]=2)=[N:6][N:7]=1)=[N+:14]=[N-:15] |f:1.2|. Reported procedure: To a 1 mL DMF solution of 2-(chloromethyl)-5-(1H-pyrazol-5-yl)-1,3,4-thiadiazole (58 mg, 0.29 mmol) was added sodium azide (20 mg, 0.30 mmol). Stirring continued at rt for 3 hr. The reaction mixture was concentrated and diluted with AcOEt and water. The organic layer was separated. The aqueous layer was extracted with AcOEt twice and the combined organic layers were dried over anhydrous sodium sulfate, filtered, and concentrated to give the title compound (60 mg). Yields the product C(=O)(OCC1=CC=CC=C1)N1CC=CCC1 (1-carbobenzyloxy-1,2,5,6-tetrahydropyridine). The reactants are ice water, N1CC=CCC1 (1,2,5,6-tetrahydropyridine), C([O-])(O)=O.[Na+] (sodium bicarbonate), ClC(=O)OCC1=CC=CC=C1 (benzyl chloroformate), C1(=CC=CC=C1)C (toluene). Procedure: 83.1 g (1 mol) of 1,2,5,6-tetrahydropyridine are dissolved in 300 ml of benzene. 83 g of sodium bicarbonate are introduced into this solution and the mixture is cooled to 0° under a nitrogen atmosphere and, at this temperature, treated dropwise in the course of one hour with 332 ml of a 50% strength solution of benzyl chloroformate in toluene (1 mol). The reaction mixture is stirred at 0° for a further 21/2 hours and then poured into 1.5 liters of ice-water. The benzene phase is separated off an... As a reaction SMILES: [NH:1]1[CH2:6][CH2:5][CH:4]=[CH:3][CH2:2]1.C(=O)(O)[O-].[Na+].Cl[C:13]([O:15][CH2:16][C:17]1[CH:22]=[CH:21][CH:20]=[CH:19][CH:18]=1)=[O:14].C1(C)C=CC=CC=1>C1C=CC=CC=1>[C:13]([N:1]1[CH2:6][CH2:5][CH:4]=[CH:3][CH2:2]1)([O:15][CH2:16][C:17]1[CH:22]=[CH:21][CH:20]=[CH:19][CH:18]=1)=[O:14] |f:1.2|. Reaction conditions: time 2 hour. Solvent: C1=CC=CC=C1 (benzene).